From a dataset of the Open Reaction Database (ORD), a public repository of structured organic reaction records. describe an organic reaction: reactants, conditions, products, and yield The product is Cc1nc(-c2ccc(C(F)(F)F)cc2)sc1C(C)CO. Starting materials: Cc1nc(-c2ccc(C(F)(F)F)cc2)sc1C(C)C=O, CCO. As a reaction SMILES: [CH3:1][c:2]1[n:3][c:4](-[c:11]2[cH:12][cH:13][c:14]([C:17]([F:18])([F:19])[F:20])[cH:15][cH:16]2)[s:5][c:6]1[CH:7]([CH:8]=[O:9])[CH3:10].[CH3:21][CH2:22][OH:23]>>[CH3:1][c:2]1[n:3][c:4](-[c:11]2[cH:12][cH:13][c:14]([C:17]([F:18])([F:19])[F:20])[cH:15][cH:16]2)[s:5][c:6]1[CH:7]([CH2:8][OH:9])[CH3:10]. Starting materials: CS(=O)(=O)OCCc1cc2cc(-c3ccc(C(=O)N4CCOCC4)cc3)ccc2o1, OC1CCNC1. Yields the product O=C(c1ccc(-c2ccc3oc(CCN4CCC(O)C4)cc3c2)cc1)N1CCOCC1. As a reaction SMILES: [CH3:1][S:2]([O:3][CH2:6][CH2:7][c:8]1[o:9][c:10]2[c:11]([cH:12]1)[cH:13][c:14](-[c:17]1[cH:18][cH:19][c:20]([C:23](=[O:24])[N:25]3[CH2:26][CH2:27][O:28][CH2:29][CH2:30]3)[cH:21][cH:22]1)[cH:15][cH:16]2)(=[O:4])=[O:5].[NH:31]1[CH2:32][CH:33]([OH:36])[CH2:34][CH2:35]1>>[CH2:6]([CH2:7][c:8]1[o:9][c:10]2[c:11]([cH:12]1)[cH:13][c:14](-[c:17]1[cH:18][cH:19][c:20]([C:23](=[O:24])[N:25]3[CH2:26][CH2:27][O:28][CH2:29][CH2:30]3)[cH:21][cH:22]1)[cH:15][cH:16]2)[N:31]1[CH2:32][CH:33]([OH:36])[CH2:34][CH2:35]1.